This data is from the Open Reaction Database (ORD), a public repository of structured organic reaction records. The task is: describe an organic reaction: reactants, conditions, products, and yield Reactants: CC(C)Sc1ccc(C(CC2CCCC2)C(=O)N(C)C(C)C(O)c2ccccc2)cc1, C1COCCO1, O, O=S(=O)(O)O. Product: CC(C)Sc1ccc(C(CC2CCCC2)C(=O)O)cc1. As a reaction SMILES: [CH:1]1([CH2:6][CH:7]([C:8](=[O:9])[N:10]([CH:11]([CH3:12])[CH:13]([OH:14])[c:15]2[cH:16][cH:17][cH:18][cH:19][cH:20]2)[CH3:21])[c:22]2[cH:23][cH:24][c:25]([S:28][CH:29]([CH3:30])[CH3:31])[cH:26][cH:27]2)[CH2:2][CH2:3][CH2:4][CH2:5]1.[O:37]1[CH2:38][CH2:39][O:40][CH2:41][CH2:42]1.[OH2:43].[S:32]([OH:33])(=[O:34])(=[O:35])[OH:36]>>[CH:1]1([CH2:6][CH:7]([C:8]([OH:9])=[O:33])[c:22]2[cH:23][cH:24][c:25]([S:28][CH:29]([CH3:30])[CH3:31])[cH:26][cH:27]2)[CH2:2][CH2:3][CH2:4][CH2:5]1. Reactants: C(CCC)[Li] (butyllithium), FC1=CC=C(C=C1)C1=C(N(C(=C1/C=C/C=O)C(C)C)N1CCCC1)C1=CC=CC=C1 ((E)-3-[3-(4-Fluorophenyl)-5-isopropyl-2-phenyl-1-(1-pyrrolidinyl)-pyrrol-4-yl]-prop-2-enal), C(CC(=O)C)(=O)OC (methyl acetoacetate), [H-].[Na+] (sodium hydride). Solvent: CCCCCC (n-hexane), O1CCCC1 (tetrahydrofuran), O1CCCC1 (tetrahydrofuran), O1CCCC1 (tetrahydrofuran), C(C)(=O)O (acetic acid), O (water). Reaction conditions: time 15 minute. Yields the product FC1=CC=C(C=C1)C1=C(N(C(=C1/C=C/C(CC(CC(=O)OC)=O)O)C(C)C)N1CCCC1)C1=CC=CC=C1 (Methyl (E)-7-[3-(4-fluorophenyl)-5-isopropyl-2-phenyl-1-(1-pyrrolidinyl)-pyrrol-4-yl]-5-hydroxy-3-oxo-hept-6-enoate). Reaction SMILES: [C:1]([O:7][CH3:8])(=[O:6])[CH2:2][C:3]([CH3:5])=[O:4].[H-].[Na+].C([Li])CCC.[F:16][C:17]1[CH:22]=[CH:21][C:20]([C:23]2[C:27](/[CH:28]=[CH:29]/[CH:30]=[O:31])=[C:26]([CH:32]([CH3:34])[CH3:33])[N:25]([N:35]3[CH2:39][CH2:38][CH2:37][CH2:36]3)[C:24]=2[C:40]2[CH:45]=[CH:44][CH:43]=[CH:42][CH:41]=2)=[CH:19][CH:18]=1>O1CCCC1.CCCCCC.O.C(O)(=O)C>[F:16][C:17]1[CH:22]=[CH:21][C:20]([C:23]2[C:27](/[CH:28]=[CH:29]/[CH:30]([OH:31])[CH2:5][C:3](=[O:4])[CH2:2][C:1]([O:7][CH3:8])=[O:6])=[C:26]([CH:32]([CH3:34])[CH3:33])[N:25]([N:35]3[CH2:36][CH2:37][CH2:38][CH2:39]3)[C:24]=2[C:40]2[CH:41]=[CH:42][CH:43]=[CH:44][CH:45]=2)=[CH:19][CH:18]=1 |f:1.2|. Procedure details: 1.1 ml (10 mmol) of methyl acetoacetate in 5 ml of dry tetrahydrofuran are added dropwise under nitrogen to a suspension of 360 mg (12 mmol) of 80% strength sodium hydride in 30 ml of dry tetrahydrofuran at -5° C. After 15 minutes, 6.2 ml (10 mmol) of 15% strength butyllithium in n-hexane are added dropwise at the same temperature and the mixture is subsequently stirred for 15 minutes. 2 g (5 mmol) of the compound from Example 4, dissolved in 20 ml of dry tetrahydrofuran, are subsequently added ... Starting materials: [N+](=O)([O-])C=1C=C(C=CC1)NC1=NC(N2C(C3=CC=C(C=C3CC2)OC)=C1)=O (2-(3-Nitro-phenylamino)-9-methoxy-6,7-dihydro-pyrimido[6,1-a]isoquinolin-4-one), CO (MeOH). Reagents/catalysts: [Zn] (Zn). Solvent: CC(=O)O (AcOH). Run at time 3 hour. Product: NC=1C=C(C=CC1)NC1=NC(N2C(C3=CC=C(C=C3CC2)OC)=C1)=O (2-(3-Amino-phenylamino)-9-methoxy-6,7-dihydro-pyrimido[6,1-a]isoquinolin-4-one). Isolated yield 45.9%. RXN SMILES: [N+:1]([C:4]1[CH:5]=[C:6]([NH:10][C:11]2[CH:26]=[C:15]3[C:16]4[C:21]([CH2:22][CH2:23][N:14]3[C:13](=[O:27])[N:12]=2)=[CH:20][C:19]([O:24][CH3:25])=[CH:18][CH:17]=4)[CH:7]=[CH:8][CH:9]=1)([O-])=O.CO>CC(O)=O.[Zn]>[NH2:1][C:4]1[CH:5]=[C:6]([NH:10][C:11]2[CH:26]=[C:15]3[C:16]4[C:21]([CH2:22][CH2:23][N:14]3[C:13](=[O:27])[N:12]=2)=[CH:20][C:19]([O:24][CH3:25])=[CH:18][CH:17]=4)[CH:7]=[CH:8][CH:9]=1. Procedure: To a solution of 2-(3-nitro-phenylamino)-9-methoxy-6,7-dihydro-pyrimido[6,1-a]isoquinolin-4-one (5) (525.4 mg, 1.4 mmol) in AcOH (40 mL), Zn powder (ca. 300 mg) was added and stirred at room temperature for 3 hrs, then at 40° C. overnight. After cooling, MeOH was added to the mixture and insoluble materials were removed by filtration. The MeOH solution was purified on BondElut® SCX (Varian Incorporated) then passed through BondElut® NH2 (Variant Incorporated). Result solid was washed with MeOH t... The reactants are O=C1CCC(=O)N1Br, CCc1sc(C(=O)OC)cc1-c1ccnn1C, C1CCOC1. Reaction SMILES: [Br:18][N:19]1[C:20](=[O:21])[CH2:22][CH2:23][C:24]1=[O:25].[CH2:1]([CH3:2])[c:3]1[c:4](-[c:12]2[cH:13][cH:14][n:15][n:16]2[CH3:17])[cH:5][c:6]([C:8](=[O:9])[O:10][CH3:11])[s:7]1.[O:26]1[CH2:27][CH2:28][CH2:29][CH2:30]1>>[CH2:1]([CH3:2])[c:3]1[c:4](-[c:12]2[c:13]([Br:18])[cH:14][n:15][n:16]2[CH3:17])[cH:5][c:6]([C:8](=[O:9])[O:10][CH3:11])[s:7]1. The product is CCc1sc(C(=O)OC)cc1-c1c(Br)cnn1C. Product: C(C)NC(NC1=NC=C(C(=C1)NC1=CC=C(C(=O)O)C=C1)C(NC=1C=NC=CC1)=O)=O (4-(2-(3-Ethylureido)-5-(pyridin-3-ylcarbamoyl)pyridin-4-ylamino)benzoic acid), solid. Yield: 68.0%. Run in C(C)#N (acetonitrile). Reaction conditions: temperature 40 celsius. Procedure details: Methyl 4-[[2-(ethylcarbamoylamino)-5-(3-pyridylcarbamoyl)-4-pyridyl]amino]benzoate (35 mg, 0.07 mmol) was suspended in acetonitrile (3 mL) and water (3 mL) and treated with NaOH (1 mL, 1 M). The mixture was heated to 40° C. for 40 minutes. The mixture was adjusted to pH ˜6 by addition of dilute aqueous HCl. The mixture was then freeze-dried. The crude product was dissolved in DMSO/water and purified by reverse phase chromatography (12 g Reveleris C18 cartridge, eluting with 0-100% acetonitrile i... Reactants: Cl (HCl), C(C)NC(=O)NC1=NC=C(C(=C1)NC1=CC=C(C(=O)OC)C=C1)C(NC=1C=NC=CC1)=O (Methyl 4-[[2-(ethylcarbamoylamino)-5-(3-pyridylcarbamoyl)-4-pyridyl]amino]benzoate), O (water), [OH-].[Na+] (NaOH). As a reaction SMILES: [CH2:1]([NH:3][C:4]([NH:6][C:7]1[CH:12]=[C:11]([NH:13][C:14]2[CH:23]=[CH:22][C:17]([C:18]([O:20]C)=[O:19])=[CH:16][CH:15]=2)[C:10]([C:24](=[O:32])[NH:25][C:26]2[CH:27]=[N:28][CH:29]=[CH:30][CH:31]=2)=[CH:9][N:8]=1)=[O:5])[CH3:2].O.[OH-].[Na+].Cl>C(#N)C>[CH2:1]([NH:3][C:4](=[O:5])[NH:6][C:7]1[CH:12]=[C:11]([NH:13][C:14]2[CH:15]=[CH:16][C:17]([C:18]([OH:20])=[O:19])=[CH:22][CH:23]=2)[C:10]([C:24](=[O:32])[NH:25][C:26]2[CH:27]=[N:28][CH:29]=[CH:30][CH:31]=2)=[CH:9][N:8]=1)[CH3:2] |f:2.3|. Starting materials: [H-].C(C(C)C)[Al+]CC(C)C (Diisobutyl aluminum hydride), CC1(OC[C@H](O1)\C=C/C(=O)OCC)C (ethyl (2Z)-3-[(4R)-2,2-dimethyl-1,3-dioxolan-4-yl]-2-propenoate), [C@@H]([C@H](C(=O)[O-])O)(C(=O)[O-])O.[Na+].[K+] (Rochelle's salt). Solvent: ClCCl (dichloromethane). Conditions: temperature -78 celsius, time 15 minute. Product: CC1(OC[C@H](O1)\C=C/CO)C ((2Z)-3-((4R)-2,2-Dimethyl-1,3-dioxolan-4-yl)prop-2-en-1-ol). Isolated yield 96.1%. RXN SMILES: [H-].C([Al+]CC(C)C)C(C)C.[CH3:11][C:12]1([CH3:24])[O:16][C@H:15](/[CH:17]=[CH:18]\[C:19](OCC)=[O:20])[CH2:14][O:13]1.[C@H](O)(C([O-])=O)[C@@H](O)C([O-])=O.[Na+].[K+]>ClCCl>[CH3:11][C:12]1([CH3:24])[O:16][C@H:15](/[CH:17]=[CH:18]\[CH2:19][OH:20])[CH2:14][O:13]1 |f:0.1,3.4.5|. Procedure details: Diisobutyl aluminum hydride (1 M in CH2Cl2, 27.5 mL, 27.5 mmol,) was slowly added to a cold solution (−78° C.) of ethyl (2Z)-3-[(4R)-2,2-dimethyl-1,3-dioxolan-4-yl]-2-propenoate 4, (2.50 g, 12.5 mmol) in dichloromethane (30 mL). The solution was allowed to stir for 15 min at −78° C. (a color change from colorless to yellow and back to colorless indicates that the reaction is complete). A saturated solution of Rochelle's salt (20 mL) was added and the reaction mixture was warmed to room temperatu... Reactants: CC(C)COC(=O)CCCCC(=O)OCC(C)C, C=O, C=C, CC(C)CO, CC(C)CON=O, O. The product is CC(C)COC(=O)CCC(=O)OCC(C)C. RXN SMILES: [C:13]([CH2:14][CH2:15][CH2:16][CH2:17][C:18]([O:19][CH2:20][CH:21]([CH3:22])[CH3:23])=[O:24])(=[O:25])[O:26][CH2:27][CH:28]([CH3:29])[CH3:30].[C:3]=[O:4].[CH2:1]=[CH2:2].[CH3:31][CH:32]([CH2:33][OH:34])[CH3:35].[CH3:6][CH:7]([CH3:8])[CH2:9][O:10][N:11]=[O:12].[O:5]>>[O:4]=[C:16]([O:10][CH2:9][CH:7]([CH3:6])[CH3:8])[CH2:15][CH2:14][C:13](=[O:25])[O:26][CH2:27][CH:28]([CH3:29])[CH3:30]. Starting materials: C(C1=CC=CC=C1)OC1=C(N=C2N(C1=O)C=C(C=C2)N2CCOCC2)C(=N)NOC(CC2=CC=C(C=C2)F)=O (3-benzyloxy-N-[2-(4-fluoro-phenyl)-acetoxy]-7-morpholin-4-yl-4-oxo-4H-pyrido[1,2-a]pyrimidine-2-carboxamidine). Solvent: C1(=CC=CC=C1)C (toluene). The product is C(C1=CC=CC=C1)OC1=C(N=C2N(C1=O)C=C(C=C2)N2CCOCC2)C2=NOC(=N2)CC2=CC=C(C=C2)F (3-benzyloxy-2-[5-(4-fluoro-benzyl)-[1,2,4]oxadiazol-3-yl]-7-morpholin-4-yl-pyrido[1,2-a]pyrimidin-4-one). Yield: 75.5%. As a reaction SMILES: [CH2:1]([O:8][C:9]1[C:14](=[O:15])[N:13]2[CH:16]=[C:17]([N:20]3[CH2:25][CH2:24][O:23][CH2:22][CH2:21]3)[CH:18]=[CH:19][C:12]2=[N:11][C:10]=1[C:26]([NH:28][O:29][C:30](=O)[CH2:31][C:32]1[CH:37]=[CH:36][C:35]([F:38])=[CH:34][CH:33]=1)=[NH:27])[C:2]1[CH:7]=[CH:6][CH:5]=[CH:4][CH:3]=1>C1(C)C=CC=CC=1>[CH2:1]([O:8][C:9]1[C:14](=[O:15])[N:13]2[CH:16]=[C:17]([N:20]3[CH2:21][CH2:22][O:23][CH2:24][CH2:25]3)[CH:18]=[CH:19][C:12]2=[N:11][C:10]=1[C:26]1[N:27]=[C:30]([CH2:31][C:32]2[CH:33]=[CH:34][C:35]([F:38])=[CH:36][CH:37]=2)[O:29][N:28]=1)[C:2]1[CH:3]=[CH:4][CH:5]=[CH:6][CH:7]=1. Reported procedure: The solution of the product of example 21 (261 mg, 0.49 mmol) in toluene (5 ml) was heated at reflux for 2 h. After cooled to room temperature, the solids were collected by filtration, washed with diethyl ether and dried to give the titled product (190 mg, yield 75.3%). Starting materials: C[O-].[Na+] (NaOMe), C1CCOC1 (THF), CCCCCCCCCCCCC (tridecane), C1CCOC1 (THF), C1CCOC1 (THF), C1CCOC1 (THF), RuCl2(R-BINAP)(dmf)2, S,S-DPEN, C1CCOC1 (THF), ester, [H][H] (hydrogen). Reaction conditions: time 5 minute. The product is C(C1=CC=CC=C1)(=O)OC (methyl benzoate). As a reaction SMILES: CCCCCC[CH2:7][CH2:8][CH2:9][CH2:10][CH2:11][CH2:12][CH3:13].C[O-:15].[Na+].[H][H].C1[CH2:23][O:22]CC1>>[C:13]([O:22][CH3:23])(=[O:15])[C:12]1[CH:7]=[CH:8][CH:9]=[CH:10][CH:11]=1 |f:1.2|. Procedure: Under argon, a Keim autoclave was charged with [RuCl2(R-BINAP)(dmf)2] (0.01 mmol, 0.05 mol %) and S,S-DPEN (0.01 mmol, 0.05 mol %) followed by THF (2 ml) and the solution stirred for 5 minutes. Then a solution of the desired ester (20 mmol) in THF (2 ml), followed by more THF (2×1 ml), and a solution of tridecane (1 mmol) in THF (2 ml), as internal standard, followed by more THF (2×1 ml), were successively added to the autoclave. Finally, solid NaOMe (1 mmol, 5 mol %) was added and the autoclave...